describe an organic reaction: reactants, conditions, products, and yield From a dataset of the Open Reaction Database (ORD), a public repository of structured organic reaction records. The reactants are [Si](C)(C)(C(C)(C)C)OCC1=CC(=C(C=C1)CO)OC ((4-t-butyldimethylsilyloxymethyl-2-methoxyphenyl)methanol). The reagents and catalysts are [O-2].[O-2].[Mn+4] (manganese dioxide), [O-2].[O-2].[Mn+4] (manganese dioxide). The solvent is C(Cl)Cl (methylene chloride). Conditions: time 2 hour. The product is [Si](C)(C)(C(C)(C)C)OCC1=CC(=C(C=O)C=C1)OC (4-t-Butyldimethylsilyloxymethyl-2-methoxybenzaldehyde). As a reaction SMILES: [Si:1]([O:8][CH2:9][C:10]1[CH:15]=[CH:14][C:13]([CH2:16][OH:17])=[C:12]([O:18][CH3:19])[CH:11]=1)([C:4]([CH3:7])([CH3:6])[CH3:5])([CH3:3])[CH3:2]>C(Cl)Cl.[O-2].[O-2].[Mn+4]>[Si:1]([O:8][CH2:9][C:10]1[CH:15]=[CH:14][C:13]([CH:16]=[O:17])=[C:12]([O:18][CH3:19])[CH:11]=1)([C:4]([CH3:7])([CH3:6])[CH3:5])([CH3:2])[CH3:3] |f:2.3.4|. Procedure details: 87.65 g (1.01 mol) of manganese dioxide were added to a solution of 29.30 g of (4-t-butyldimethylsilyloxymethyl-2-methoxyphenyl)methanol [prepared as described in step (i) above] in 150 ml of methylene chloride, and the resulting mixture was stirred at room temperature for 2 hours. At the end of this time, 41.2 g (0.474 mol) of manganese dioxide were added, with stirring, to the mixture. The reaction mixture was then stirred at 30° C. for 1.5 hours and heated under reflux for 1 hour with stirrin...